From a dataset of the Open Reaction Database (ORD), a public repository of structured organic reaction records. describe an organic reaction: reactants, conditions, products, and yield Starting materials: CCOC(=O)c1ccc(N(CC)c2cc3c4c(c2)CCCC4(C)CCC3)cc1, CCO, Cl, [Na+], [OH-]. Product: CCN(c1ccc(C(=O)O)cc1)c1cc2c3c(c1)CCCC3(C)CCC2. As a reaction SMILES: [CH2:1]([CH3:2])[N:3]([c:4]1[cH:5][cH:6][c:7]([C:8](=[O:9])[O:10][CH2:11][CH3:12])[cH:13][cH:14]1)[c:15]1[cH:16][c:17]2[c:27]3[c:25]([cH:26]1)[CH2:24][CH2:23][CH2:22][C:21]3([CH3:28])[CH2:20][CH2:19][CH2:18]2.[CH3:32][CH2:33][OH:34].[ClH:31].[Na+:30].[OH-:29]>>[CH2:1]([CH3:2])[N:3]([c:4]1[cH:5][cH:6][c:7]([C:8](=[O:9])[OH:10])[cH:13][cH:14]1)[c:15]1[cH:16][c:17]2[c:27]3[c:25]([cH:26]1)[CH2:24][CH2:23][CH2:22][C:21]3([CH3:28])[CH2:20][CH2:19][CH2:18]2.